Dataset: the Open Reaction Database (ORD), a public repository of structured organic reaction records. Task: describe an organic reaction: reactants, conditions, products, and yield The reactants are C1=CC=C(C=C1)C2=CC=CC=C2.C1=CC=C(C=C1)OC2=CC=CC=C2 (Dowtherm), BrC1=CC=C(C=C1)NC=C(C(=O)OCC)C(C)=O (Ethyl 2-[(4-bromophenylamino)methylene]-3-oxobutanoate). The solvent is hexanes. Reaction conditions: time 1.5 hour. The product is BrC=1C=C2C(=C(C=NC2=CC1)C(C)=O)O (1-(6-Bromo-4-hydroxyquinolin-3-yl)ethanone). Yield: 75.9%. RXN SMILES: C1C=CC(C2C=CC=CC=2)=CC=1.C1C=CC(OC2C=CC=CC=2)=CC=1.[Br:26][C:27]1[CH:32]=[CH:31][C:30]([NH:33][CH:34]=[C:35]([C:41](=[O:43])[CH3:42])[C:36]([O:38]CC)=O)=[CH:29][CH:28]=1>>[Br:26][C:27]1[CH:28]=[C:29]2[C:30](=[CH:31][CH:32]=1)[N:33]=[CH:34][C:35]([C:41](=[O:43])[CH3:42])=[C:36]2[OH:38] |f:0.1|. Reported procedure: To Dowtherm at 250° C. was added Ethyl 2-[(4-bromophenylamino)methylene]-3-oxobutanoate (3.4 g, 10.9 mmol) portionwise and the reaction mixture was stirred for 1.5 h. The reaction mixture was cooled to room temperature, diluted with hexanes and the resulting precipitate was filtered to afford the desired product (2.2 g, 76%) as a brown solid: ESI MS m/z 266 [C11H8BrNO2+H]+.